This data is from the Open Reaction Database (ORD), a public repository of structured organic reaction records. The task is: describe an organic reaction: reactants, conditions, products, and yield Starting materials: CC1=CC(=O)C(C(=O)O1)C(=O)C (dehydroacetic acid), CO (methyl alcohol), S(O)(O)(=O)=O (sulfuric acid), 3A, O (Water), C(Cl)Cl (methylene chloride). Conditions: time 24 hour. Product: CC=1OC(=CC(C1C(=O)OC)=O)C (methyl 2,6-dimethyl-4-oxopyran-3-carboxylate). As a reaction SMILES: C[C:2]1[O:9][C:7](=O)[CH:6]([C:10]([CH3:12])=O)[C:4](=[O:5])[CH:3]=1.[CH3:13][OH:14].S(=O)(=O)(O)O.[OH2:20].[CH2:21](Cl)Cl>>[CH3:21][C:13]1[O:14][C:10]([CH3:12])=[CH:6][C:4](=[O:5])[C:3]=1[C:2]([O:9][CH3:7])=[O:20]. Procedure details: A 1-liter, 3-neck, round-bottom flask is equipped with a mechanical stirrer, a thermometer, and a Soxhlet extractor topped with a water cooled condenser. The extractor is filled with 125 g of type 3A molecular sieves and the flask with 80.5 g (0.479 mole) dehydroacetic acid, 500 ml methyl alcohol, and 20 g of concentrated (96%) sulfuric acid. The stirred mixture in the flask is heated to the boiling point by means of an oil bath. The resulting vapor is condensed and allowed to flow through the m... Starting materials: CO, CNc1cc(C(=O)O)cc(Cl)n1, Cl, O=S(Cl)Cl. The product is CNc1cc(C(=O)OC)cc(Cl)n1. RXN SMILES: [CH3:18][OH:19].[Cl:1][c:2]1[cH:3][c:4]([C:5](=[O:6])[OH:7])[cH:8][c:9]([NH:11][CH3:12])[n:10]1.[ClH:17].[S:13]([Cl:14])([Cl:15])=[O:16]>>[Cl:1][c:2]1[cH:3][c:4]([C:5](=[O:6])[O:7][CH3:18])[cH:8][c:9]([NH:11][CH3:12])[n:10]1. Isolated yield 43.5%. Starting materials: N1=CC=CC=C1 (pyridine), NC1=CC=CC=C1 (aniline), ClS(=O)(=O)C1=CC=2C3=C(C(NC2C=C1)=O)NC=C3C(=O)O (8-chlorosulfonyl-4-oxo-4,5-dihydro-3H-pyrrolo[2,3-c]quinoline-1-carboxylic acid). Product: O=C1NC=2C=CC(=CC2C2=C1NC=C2C(=O)O)S(NC2=CC=CC=C2)(=O)=O (4-oxo-8-phenylsulfamoyl-4,5-dihydro-3H-pyrrolo[2,3-c]quinoline-1-carboxylic acid). Reaction conditions: time 5 hour. Procedure details: 30 μL (0.37 mmol) of pyridine and 20 μL (0.22 mmol) of aniline are added to 60 mg (0.18 mmol) of 8-chlorosulfonyl-4-oxo-4,5-dihydro-3H-pyrrolo[2,3-c]quinoline-1-carboxylic acid suspended in 4 mL of anhydrous dichloromethane and 1 mL of anhydrous dimethylformamide. The reaction mixture is stirred for 5 hours at room temperature then diluted with a 10% aqueous solution of potassium carbonate and dichloromethane. The phases are separated and the aqueous phase is acidified with acetic acid to pH of ... The solvent is ClCCl (dichloromethane), CN(C=O)C (dimethylformamide), aqueous solution, C([O-])([O-])=O.[K+].[K+] (potassium carbonate), ClCCl (dichloromethane). Reaction SMILES: N1C=CC=CC=1.[NH2:7][C:8]1[CH:13]=[CH:12][CH:11]=[CH:10][CH:9]=1.Cl[S:15]([C:18]1[CH:27]=[CH:26][C:25]2[NH:24][C:23](=[O:28])[C:22]3[NH:29][CH:30]=[C:31]([C:32]([OH:34])=[O:33])[C:21]=3[C:20]=2[CH:19]=1)(=[O:17])=[O:16]>ClCCl.CN(C)C=O.C(=O)([O-])[O-].[K+].[K+]>[O:28]=[C:23]1[C:22]2[NH:29][CH:30]=[C:31]([C:32]([OH:34])=[O:33])[C:21]=2[C:20]2[CH:19]=[C:18]([S:15](=[O:17])(=[O:16])[NH:7][C:8]3[CH:13]=[CH:12][CH:11]=[CH:10][CH:9]=3)[CH:27]=[CH:26][C:25]=2[NH:24]1 |f:5.6.7|. Starting materials: C1=NC(=CC2=CC=CC=C12)N (isoquinolin-3-ylamine), N1C(=NC=C1)NC(=O)C1=CC=CC=2N=C(NC21)N (2-amino-3H-benzoimidazole-4-carboxylic acid (1H-imidazol-2-yl)-amide), N1C(=NC=C1)NC(=O)C1=CC=CC=2N=C(NC21)N (2-amino-3H-benzoimidazole-4-carboxylic acid (1H-imidazol-2-yl)-amide), N1(C=NC=C1)C(=O)N1C=NC=C1 (di-imidazol-1-yl-methanone). The solvent is CN(C)C=O (DMF). Conditions: temperature 50 celsius, time 45 minute. The product is N1C(=NC=C1)NC(=O)C1=CC=CC=2NC(=NC21)NC(=O)NC=2N=CC1=CC=CC=C1C2 (2-(3-isoquinolin-3-yl-ureido)-1H-benzoimidazole-4-carboxylic acid (1H-imidazol-2-yl)-amide). Yield: 25.8%. As a reaction SMILES: [NH:1]1[CH:5]=[CH:4][N:3]=[C:2]1[NH:6][C:7]([C:9]1[C:17]2[NH:16][C:15]([NH2:18])=[N:14][C:13]=2[CH:12]=[CH:11][CH:10]=1)=[O:8].N1([C:24]([N:26]2[CH:30]=[CH:29][N:28]=[CH:27]2)=[O:25])C=CN=C1.C1C2[C:35](=[CH:36][CH:37]=[CH:38]C=2)[CH:34]=[C:33](N)N=1>CN(C=O)C>[NH:3]1[CH:4]=[CH:5][N:1]=[C:2]1[NH:6][C:7]([C:9]1[C:17]2[N:16]=[C:15]([NH:18][C:24]([NH:26][C:27]3[N:28]=[CH:29][C:30]4[C:37]([CH:38]=3)=[CH:36][CH:35]=[CH:34][CH:33]=4)=[O:25])[NH:14][C:13]=2[CH:12]=[CH:11][CH:10]=1)=[O:8]. Procedure: To a solution of 48.4 mg (0.2 mmol) of 2-amino-3H-benzoimidazole-4-carboxylic acid (1H-imidazol-2-yl)-amide (Intermediate B) in dry DMF (1.0 mL) was added 49 mg (0.3 mmol) of di-imidazol-1-yl-methanone in one portion. The mixture was heated at 50° C. for 30 min, after cooling to room temperature, 23 mg (0.16 mmol) of isoquinolin-3-ylamine was added to the reaction mixtures. The reaction mixture was stirred at 45° C. for 45 min. After cooling to r.t., the organic solvent was removed under reduced... Reactants: COc1ccc2c(c1)CCN(c1ccccc1)C2c1nccs1, CO, ClCCl, ClCCl. Yields the product Oc1ccc2c(c1)CCN(c1ccccc1)C2c1nccs1. As a reaction SMILES: [CH3:1][O:2][c:3]1[cH:4][c:5]2[c:10]([cH:11][cH:12]1)[CH:9]([c:13]1[s:14][cH:15][cH:16][n:17]1)[N:8]([c:18]1[cH:19][cH:20][cH:21][cH:22][cH:23]1)[CH2:7][CH2:6]2.[CH3:27][OH:28].[Cl:24][CH2:25][Cl:26].[Cl:29][CH2:30][Cl:31]>>[OH:2][c:3]1[cH:4][c:5]2[c:10]([cH:11][cH:12]1)[CH:9]([c:13]1[s:14][cH:15][cH:16][n:17]1)[N:8]([c:18]1[cH:19][cH:20][cH:21][cH:22][cH:23]1)[CH2:7][CH2:6]2. Starting materials: C([O-])(O)=O.[Na+] (sodium bicarbonate), NC=1C=CC(=C(C1)F)N1C(=NC=C1)C (5-Amino-2-(2-methylimidazol-1-yl)fluorobenzene), ClC(=O)OCC1=CC=CC=C1 (benzyl chloroformate), N1=CC=CC=C1 (Pyridine). Run in ClCCl (dichloromethane). Reaction conditions: time 16 hour. Product: C(C1=CC=CC=C1)OC(=O)NC=1C=CC(=C(C1)F)N1C(=NC=C1)C (5-Benzyloxycarbonylamino-2-(2-methylimidazol-1-yl)fluorobenzene). The yield is 93.5%. As a reaction SMILES: [NH2:1][C:2]1[CH:3]=[CH:4][C:5]([N:9]2[CH:13]=[CH:12][N:11]=[C:10]2[CH3:14])=[C:6]([F:8])[CH:7]=1.N1C=CC=CC=1.Cl[C:22]([O:24][CH2:25][C:26]1[CH:31]=[CH:30][CH:29]=[CH:28][CH:27]=1)=[O:23].C(=O)(O)[O-].[Na+]>ClCCl>[CH2:25]([O:24][C:22]([NH:1][C:2]1[CH:3]=[CH:4][C:5]([N:9]2[CH:13]=[CH:12][N:11]=[C:10]2[CH3:14])=[C:6]([F:8])[CH:7]=1)=[O:23])[C:26]1[CH:31]=[CH:30][CH:29]=[CH:28][CH:27]=1 |f:3.4|. Reported procedure: 5-Amino-2-(2-methylimidazol-1-yl)fluorobenzene (34.25 g, 0.179 M) was dissolved in dry dichloromethane (600 ml) under nitrogen, and cooled to −5°. Pyridine (17.7 g, 0.224 M) was added, followed by benzyl chloroformate (33.7 g, 0.197 M) over 20 minutes. The mixture was stirred and the temperature allowed to rise to ambient over 16 hours. Aqueous sodium bicarbonate (5%, 250 ml) was added, the organic layer separated, the aqueous layer re-extracted with dichloromethane (2×300 ml), and combined extr...